Dataset: the Open Reaction Database (ORD), a public repository of structured organic reaction records. Task: describe an organic reaction: reactants, conditions, products, and yield Starting materials: C(C(=O)Cl)(=O)Cl (oxalyl chloride), BrC=1OC(=CC1)C=1C=C(C=CC1)CO (3-(2-bromo-5-furanyl)phenylmethanol), ClC(=C[C@H]1C([C@H]1C(=O)O)(C)C)Cl (cis-3-(2,2-dichloroethenyl)-2,2-dimethylcyclopropanecarboxylic acid), N1=CC=CC=C1 (pyridine). Solvent: C1(=CC=CC=C1)C (toluene), C1(=CC=CC=C1)C (toluene), C1(=CC=CC=C1)C (toluene), CCCCCC.C(C)(=O)OCC (hexane ethyl acetate), C1(=CC=CC=C1)C (toluene). Conditions: time 2 hour. The product is ClC(=C[C@H]1C([C@H]1C(=O)OCC1=CC(=CC=C1)C=1OC(=CC1)Br)(C)C)Cl ([3-(5-bromofuranyl)phenyl]methyl cis-3-(2,2-dichloroethenyl)-2,2-dimethylcyclopropanecarboxylate). Yield: 33.8%. Reaction SMILES: [Cl:1][C:2]([Cl:12])=[CH:3][C@@H:4]1[C@H:6]([C:7]([OH:9])=[O:8])[C:5]1([CH3:11])[CH3:10].C(Cl)(=O)C(Cl)=O.N1C=CC=CC=1.[Br:25][C:26]1[O:27][C:28]([C:31]2[CH:32]=[C:33]([CH2:37]O)[CH:34]=[CH:35][CH:36]=2)=[CH:29][CH:30]=1>C1(C)C=CC=CC=1.CCCCCC.C(OCC)(=O)C>[Cl:1][C:2]([Cl:12])=[CH:3][C@@H:4]1[C@H:6]([C:7]([O:9][CH2:37][C:33]2[CH:34]=[CH:35][CH:36]=[C:31]([C:28]3[O:27][C:26]([Br:25])=[CH:30][CH:29]=3)[CH:32]=2)=[O:8])[C:5]1([CH3:10])[CH3:11] |f:5.6|. Procedure details: Under a dry nitrogen atmosphere, a stirred solution of 1.2 g (0.006 mol) of cis-3-(2,2-dichloroethenyl)-2,2-dimethylcyclopropanecarboxylic acid in 40 mL of toluene was heated to 80° C.±5° C. To this solution was added a solution of 0.7 g (0.006 mol) of oxalyl chloride in 5 mL of toluene. Upon complete addition, the reaction mixture was heated at 82° C.±5° C. for 60 hours. The reaction mixture was cooled to ambient temperature, and 0.9 g (0.011 mol) of pyridine was added. The reaction mixture was... The reactants are COC(=O)C(CC1CCCCO1)c1ccc(S(C)(=O)=O)cc1, CNC(N)=O, C[O-], C[O-], CO, [Mg+2]. The product is CNC(=O)NC(=O)C(CC1CCCCO1)c1ccc(S(C)(=O)=O)cc1. Reaction SMILES: [CH3:1][O:2][C:3]([CH:4]([CH2:5][CH:6]1[O:7][CH2:8][CH2:9][CH2:10][CH2:11]1)[c:12]1[cH:13][cH:14][c:15]([S:18](=[O:19])(=[O:20])[CH3:21])[cH:16][cH:17]1)=[O:22].[CH3:23][NH:24][C:25](=[O:26])[NH2:27].[CH3:28][O-:29].[CH3:31][O-:32].[CH3:33][OH:34].[Mg+2:30]>>[C:3]([CH:4]([CH2:5][CH:6]1[O:7][CH2:8][CH2:9][CH2:10][CH2:11]1)[c:12]1[cH:13][cH:14][c:15]([S:18](=[O:19])(=[O:20])[CH3:21])[cH:16][cH:17]1)(=[O:22])[NH:27][C:25]([NH:24][CH3:23])=[O:26]. Reactants: ClC=1C2=C(N=CN1)SC1=C2CN(C1)C(=O)OCC (Ethyl 4-chloro-5,7-dihydro-6H-pyrrolo[3′,4′:4,5]thieno[2,3-d]pyrimidine-6-carboxylate), ClC=1C=C(N)C=CC1F (3-Chloro-4-fluoroanilin), solution, Cl (hydrogen chloride). Reagents/catalysts: O1CCOCC1 (dioxane). The solvent is CC(C)O (2-propanol). Conditions: temperature 80 celsius. Yields the product ClC=1C=C(C=CC1F)NC=1C2=C(N=CN1)SC1=C2CN(C1)C(=O)OCC (Ethyl 4-[(3-chloro-4-fluorophenyl)amino]-5,7-dihydro-6H-pyrrolo[3′,4′:4,5]thieno[2,3-d]pyrimidine-6-carboxylate). Isolated yield 121.2%. RXN SMILES: Cl[C:2]1[C:3]2[C:10]3[CH2:11][N:12]([C:14]([O:16][CH2:17][CH3:18])=[O:15])[CH2:13][C:9]=3[S:8][C:4]=2[N:5]=[CH:6][N:7]=1.[Cl:19][C:20]1[CH:21]=[C:22]([CH:24]=[CH:25][C:26]=1[F:27])[NH2:23].Cl>CC(O)C.O1CCOCC1>[Cl:19][C:20]1[CH:21]=[C:22]([NH:23][C:2]2[C:3]3[C:10]4[CH2:11][N:12]([C:14]([O:16][CH2:17][CH3:18])=[O:15])[CH2:13][C:9]=4[S:8][C:4]=3[N:5]=[CH:6][N:7]=2)[CH:24]=[CH:25][C:26]=1[F:27]. Procedure details: Ethyl 4-chloro-5,7-dihydro-6H-pyrrolo[3′,4′:4,5]thieno[2,3-d]pyrimidine-6-carboxylate from Example 21A (250 mg, 0.88 mmol) was dissolved in 2-propanol (2 mL). 3-Chloro-4-fluoroanilin (135 mg, 0.93 mmol) and a 4 M solution of gaseous hydrogen chloride in dioxane (11 μL, 0.04 mmol) were added, and the mixture was heated to 80° C. overnight. The precipitate was collected by suction filtration to yield 419 mg of the crude product (70% purity, 83% yield), which was used in the next step without purif... The reactants are C(C)(=O)O.OC1=CC=C2C=CC=3OC=C(C(C3C2=C1)=O)C=O (9-hydroxy-1-oxo-1H-naphtho[2,1-b]pyran-2-carboxaldehyde acetate). Run in C(=O)O (formic acid). Product: OC1=CC=C2C=CC=3OC=C(C(C3C2=C1)=O)C=O (9-Hydroxy-1-oxo-1H-naphtho[2,1-b]pyran-2-carboxaldehyde). Reaction SMILES: C(O)(=O)C.[OH:5][C:6]1[CH:19]=[C:18]2[C:9]([CH:10]=[CH:11][C:12]3[O:13][CH:14]=[C:15]([CH:21]=[O:22])[C:16](=[O:20])[C:17]=32)=[CH:8][CH:7]=1>C(O)=O>[OH:5][C:6]1[CH:19]=[C:18]2[C:9]([CH:10]=[CH:11][C:12]3[O:13][CH:14]=[C:15]([CH:21]=[O:22])[C:16](=[O:20])[C:17]=32)=[CH:8][CH:7]=1 |f:0.1|. Procedure: Prepared by refluxing 9-hydroxy-1-oxo-1H-naphtho[2,1-b]pyran-2-carboxaldehyde acetate (20.0 g, 0.071 m) in formic acid (250 ml, 88%) for 18 hrs. The product which crystallizes on cooling is filtered, washed with water, with acetone and sucked dry. The crystals are red-brown (16.0 g, 94%), m.p. dec>270° C. The reactants are C(C)(=O)O.FC1=C(C=C(C=C1OCCO)OC)C(C1=NN(C(N1)=O)C1=NC=CC=N1)NC1=CC=C(C(=N)N)C=C1 (4-({[2-fluoro-3-(2-hydroxyethoxy)-5-methoxyphenyl]-(5-oxo-1-pyrimidin-2-yl-4,5-dihydro-1H-[1,2,4]triazol-3-yl)methyl}amino)benzamidine acetic acid salt), CN(C)C=O (DMF), [N+](=O)([O-])C1=CC=C(C=C1)OC(C1=CC=C(C=C1)C)=O (4-methylbenzoic acid 4-nitrophenyl ester). The solvent is C(C)N(CC)CC (triethylamine). Run at time 8 hour. Yields the product NC(C1=CC=C(C=C1)NC(C1=NN(C(N1)=O)C1=NC=CC=N1)C1=C(C(=CC(=C1)OC)OCCO)F)=NC(C1=CC=C(C=C1)C)=O (N-[1-amino-1-(4-{[[2-fluoro-3-(2-hydroxyethoxy)-5-methoxyphenyl]-(5-oxo-1-pyrimidin-2-yl-4,5-dihydro-1H-[1,2,4]triazol-3-yl)methyl]amino}phenyl)methylidene]-4-methylbenzamide). Reaction SMILES: C(O)(=O)C.[F:5][C:6]1[C:11]([O:12][CH2:13][CH2:14][OH:15])=[CH:10][C:9]([O:16][CH3:17])=[CH:8][C:7]=1[CH:18]([NH:31][C:32]1[CH:40]=[CH:39][C:35]([C:36]([NH2:38])=[NH:37])=[CH:34][CH:33]=1)[C:19]1[NH:23][C:22](=[O:24])[N:21]([C:25]2[N:30]=[CH:29][CH:28]=[CH:27][N:26]=2)[N:20]=1.CN(C=O)C.[N+](C1C=CC([O:55][C:56](=O)[C:57]2[CH:62]=[CH:61][C:60]([CH3:63])=[CH:59][CH:58]=2)=CC=1)([O-])=O>C(N(CC)CC)C>[NH2:37][C:36](=[N:38][C:56](=[O:55])[C:57]1[CH:62]=[CH:61][C:60]([CH3:63])=[CH:59][CH:58]=1)[C:35]1[CH:34]=[CH:33][C:32]([NH:31][CH:18]([C:7]2[CH:8]=[C:9]([O:16][CH3:17])[CH:10]=[C:11]([O:12][CH2:13][CH2:14][OH:15])[C:6]=2[F:5])[C:19]2[NH:23][C:22](=[O:24])[N:21]([C:25]3[N:26]=[CH:27][CH:28]=[CH:29][N:30]=3)[N:20]=2)=[CH:40][CH:39]=1 |f:0.1|. Procedure: To a mixture of 4-({[2-fluoro-3-(2-hydroxyethoxy)-5-methoxyphenyl]-(5-oxo-1-pyrimidin-2-yl-4,5-dihydro-1H-[1,2,4]triazol-3-yl)methyl}amino)benzamidine acetic acid salt (1.6 g) and DMF (120 mL), 4-methylbenzoic acid 4-nitrophenyl ester [CAS No. 15023-67-3] (815 mg) and triethylamine (1.21 mL) were added, and the resulting mixture was stirred overnight at room temperature. The solvent in the reaction solution was distilled off under reduced pressure. The residue obtained was purified by NAM silica... Reactants: CC(C)c1cccc(NC(=O)C(Br)C(C)C)c1O, O=C([O-])[O-], CN(C)C=O, [K+], [K+], O. Yields the product CC(C)c1cccc2c1OC(C(C)C)C(=O)N2. Reaction SMILES: [Br:1][CH:2]([C:3](=[O:4])[NH:5][c:6]1[c:7]([OH:15])[c:8]([CH:12]([CH3:13])[CH3:14])[cH:9][cH:10][cH:11]1)[CH:16]([CH3:17])[CH3:18].[C:19](=[O:20])([O-:21])[O-:22].[CH3:26][N:27]([CH3:28])[CH:29]=[O:30].[K+:23].[K+:24].[OH2:25]>>[CH:2]1([CH:16]([CH3:17])[CH3:18])[C:3](=[O:4])[NH:5][c:6]2[c:7]([c:8]([CH:12]([CH3:13])[CH3:14])[cH:9][cH:10][cH:11]2)[O:15]1. Reactants: C(C)C1=C(C=CC=C1)C1=C(C=C(C=C1)C(=O)O)COC (2′-Ethyl-2-(methoxymethyl)-1,1′-biphenyl-4-carboxylic acid), NC(C=1C=C(CN(C)CC(=O)OC(C)(C)C)C=CC1)=NO (tert-butyl [{3-[amino(hydroxyimino)methyl]benzyl}(methyl)amino]acetate). The product is C(C)C1=C(C=CC=C1)C1=C(C=C(C=C1)C1=NC(=NO1)C=1C=C(CN(CC(=O)OC(C)(C)C)C)C=CC1)COC (tert-butyl N-(3-{5-[2′-ethyl-2-(methoxymethyl)biphenyl-4-yl]-1,2,4-oxadiazol-3-yl}benzyl)-N-methylglycinate). As a reaction SMILES: [CH2:1]([C:3]1[CH:8]=[CH:7][CH:6]=[CH:5][C:4]=1[C:9]1[CH:14]=[CH:13][C:12]([C:15](O)=O)=[CH:11][C:10]=1[CH2:18][O:19][CH3:20])[CH3:2].[NH2:21][C:22](=[N:40][OH:41])[C:23]1[CH:24]=[C:25]([CH:37]=[CH:38][CH:39]=1)[CH2:26][N:27]([CH2:29][C:30]([O:32][C:33]([CH3:36])([CH3:35])[CH3:34])=[O:31])[CH3:28]>>[CH2:1]([C:3]1[CH:8]=[CH:7][CH:6]=[CH:5][C:4]=1[C:9]1[CH:14]=[CH:13][C:12]([C:15]2[O:41][N:40]=[C:22]([C:23]3[CH:24]=[C:25]([CH:37]=[CH:38][CH:39]=3)[CH2:26][N:27]([CH3:28])[CH2:29][C:30]([O:32][C:33]([CH3:35])([CH3:36])[CH3:34])=[O:31])[N:21]=2)=[CH:11][C:10]=1[CH2:18][O:19][CH3:20])[CH3:2]. Procedure details: The title compound was prepared following procedure described for example 4, step 1, but starting from Intermediate 36 and Intermediate 51. The reaction mixture was filtered through a SPE NH2 column (10 g) and rinsed with ACN. After evaporation of the solvents, the crude product was purified by flash chromatography (c-hex/(DCM/EtOAc 1:1) gradient from 1:0 to 1:1), affording the title compound as a pale yellow oil. 1H NMR (CDCl3) δ 8.43 (d, J=1.3 Hz, 1H), 8.19-8.16 (m, 2H), 8.11 (d, J=7.5 Hz, 1H)...